This data is from the Open Reaction Database (ORD), a public repository of structured organic reaction records. The task is: describe an organic reaction: reactants, conditions, products, and yield The reactants are C(C)(C)(C)C=1N=C(C=2C(N1)=NN(N2)CC)N2CC(CC2)(F)F (5-tert-Butyl-7-(3,3-difluoro-pyrrolidin-1-yl)-2-ethyl-2H-[1,2,3]triazolo[4,5-d]pyrimidine), C(C)(C)(C)C=1N=C(C2=C(N1)NN=N2)N2CC(CC2)(F)F (5-tert-butyl-7-(3,3-difluoropyrrolidin-1-yl)-3H-[1,2,3]triazolo[4,5-d]pyrimidine), BrCC1=C(C=CC=C1)S(=O)(=O)C (1-(bromomethyl)-2-(methylsulfonyl)benzene). The product is C(C)(C)(C)C=1N=C(C=2C(N1)=NN(N2)CC2=C(C=CC=C2)S(=O)(=O)C)N2CC(CC2)(F)F (5-tert-Butyl-7-(3,3-difluoro-pyrrolidin-1-yl)-2-(2-methanesulfonyl-benzyl)-2H-[1,2,3]triazolo[4,5-d]pyrimidine). RXN SMILES: [C:1]([C:5]1[N:6]=[C:7]([N:16]2[CH2:20][CH2:19][C:18]([F:22])([F:21])[CH2:17]2)[C:8]2[C:9](=[N:11][N:12]([CH2:14][CH3:15])[N:13]=2)[N:10]=1)([CH3:4])([CH3:3])[CH3:2].C(C1N=C(N2CCC(F)(F)C2)C2N=NNC=2N=1)(C)(C)C.BrC[C:45]1[CH:50]=[CH:49][CH:48]=C[C:46]=1[S:51]([CH3:54])(=[O:53])=[O:52]>>[C:1]([C:5]1[N:6]=[C:7]([N:16]2[CH2:20][CH2:19][C:18]([F:21])([F:22])[CH2:17]2)[C:8]2[C:9](=[N:11][N:12]([CH2:14][C:15]3[CH:48]=[CH:49][CH:50]=[CH:45][C:46]=3[S:51]([CH3:54])(=[O:53])=[O:52])[N:13]=2)[N:10]=1)([CH3:2])([CH3:3])[CH3:4]. Reported procedure: In analogy to the procedure described for the synthesis of 5-tert-butyl-7-(3,3-difluoro-pyrrolidin-1-yl)-2-ethyl-2H-[1,2,3]triazolo[4,5-d]pyrimidine (example 3, step b), the title compound was prepared from 5-tert-butyl-7-(3,3-difluoropyrrolidin-1-yl)-3H-[1,2,3]triazolo[4,5-d]pyrimidine and 1-(bromomethyl)-2-(methylsulfonyl)benzene and isolated as white solid. MS (m/e): 451.3 (MH+). Reaction SMILES: [CH:1]12[O:10][CH:7]([CH:8]=[CH:9]1)[CH:6]1[CH:2]2[C:3](=[O:12])[CH2:4][C:5]1=[O:11].[CH3:13]O>[Pd]>[CH3:13][C:7]12[O:10][CH:1]([CH2:9][CH2:8]1)[CH:2]1[CH:6]2[C:5](=[O:11])[CH2:4][C:3]1=[O:12]. The product is CC12C3C(CC(C3C(CC1)O2)=O)=O (1-methyl-10-oxa-tricyclo[5.2.1.0*2,6*]decane-3,5-dione). The reactants are C12C3C(CC(C3C(C=C1)O2)=O)=O (10-oxa-tricyclo[5.2.1.0*2,6*]dec-8-ene-3,5-dione), CO (methanol), CO (methanol). Reagents/catalysts: [Pd] (Pd/C). Reported procedure: The 10-oxa-tricyclo[5.2.1.0*2,6*]dec-8-ene-3,5-dione (10.5 g) is dissolved in methanol (700 ml). The methanol solution is passed at a rate of 1.5 ml/min through a Thalis H-cube apparatus (from Thalis nanotec) set-up at 40° C. and 40 bar and fitted with a 10% Pd/C cartridge. The so obtained solution is evaporated to give 1-methyl-10-oxa-tricyclo[5.2.1.0*2,6*]decane-3,5-dione (9.2 g). Procedure: To a methanol (17 mL) solution of 3-amino-4-n-propylaminobenzoic acid (see Working Example 82-2) (1.68 g, 8.65 mmol) was added methyl acetimidate hydrochloride (1.14 g, 10.4 mmol), and this was heated to reflux for 4 hours. After the reaction was complete, this was cooled to room temperature, diethyl ether was added, and this was allowed to stand at room temperature for 10 minutes. The crystals obtained were filtered, and after being washed with diethyl ether, they were dried to yield the title ... Reactants: CO (methanol), NC=1C=C(C(=O)O)C=CC1NCCC (3-Amino-4-n-propylaminobenzoic acid), Cl.C(C)(OC)=N (methyl acetimidate hydrochloride). Reaction SMILES: CO.[NH2:3][C:4]1[CH:5]=[C:6]([CH:10]=[CH:11][C:12]=1[NH:13][CH2:14][CH2:15][CH3:16])[C:7]([OH:9])=[O:8].Cl.[C:18](=N)(OC)[CH3:19]>C(OCC)C>[CH3:18][C:19]1[N:13]([CH2:14][CH2:15][CH3:16])[C:12]2[CH:11]=[CH:10][C:6]([C:7]([OH:9])=[O:8])=[CH:5][C:4]=2[N:3]=1 |f:2.3|. Isolated yield 116.5%. Run at time 10 minute. The product is CC1=NC2=C(N1CCC)C=CC(=C2)C(=O)O (2-Methyl-1-n-propylbenzimidazole-5-carboxylic acid). Solvent: C(C)OCC (diethyl ether). Starting materials: C(=O)(C(F)(F)F)O (TFA), CC1=NC=CC=C1OC=1C(=NC=C(C1)SC1=NC=CC=C1)NC1=NC(=NS1)C1CCN(CC1)C(=O)OC(C)(C)C (tert-Butyl 4-(5-(3-(2-methylpyridin-3-yloxy)-5-(pyridin-2-ylthio)pyridin-2-ylamino)-1,2,4-thiadiazol-3-yl)piperidine-1-carboxylate), C(=O)(C(F)(F)F)O (TFA). The solvent is C(Cl)Cl (CH2Cl2). Run at temperature 0 celsius, time 1 hour. Product: CC1=NC=CC=C1OC=1C(=NC=C(C1)SC1=NC=CC=C1)NC1=NC(=NS1)C1CCNCC1 (N-(3-(2-methylpyridin-3-yloxy)-5-(pyridin-2-ylthio)pyridin-2-yl)-3-(piperidin-4-yl)-1,2,4-thiadiazol-5-amine). The yield is 94.3%. As a reaction SMILES: [CH3:1][C:2]1[C:7]([O:8][C:9]2[C:10]([NH:22][C:23]3[S:27][N:26]=[C:25]([CH:28]4[CH2:33][CH2:32][N:31](C(OC(C)(C)C)=O)[CH2:30][CH2:29]4)[N:24]=3)=[N:11][CH:12]=[C:13]([S:15][C:16]3[CH:21]=[CH:20][CH:19]=[CH:18][N:17]=3)[CH:14]=2)=[CH:6][CH:5]=[CH:4][N:3]=1.C(O)(C(F)(F)F)=O>C(Cl)Cl>[CH3:1][C:2]1[C:7]([O:8][C:9]2[C:10]([NH:22][C:23]3[S:27][N:26]=[C:25]([CH:28]4[CH2:33][CH2:32][NH:31][CH2:30][CH2:29]4)[N:24]=3)=[N:11][CH:12]=[C:13]([S:15][C:16]3[CH:21]=[CH:20][CH:19]=[CH:18][N:17]=3)[CH:14]=2)=[CH:6][CH:5]=[CH:4][N:3]=1. Procedure details: tert-Butyl 4-(5-(3-(2-methylpyridin-3-yloxy)-5-(pyridin-2-ylthio)pyridin-2-ylamino)-1,2,4-thiadiazol-3-yl)piperidine-1-carboxylate (38.10 g, 65.95 mmol) was dissolved in CH2Cl2 (500 mL) and cooled to 0° C. TFA (25.40 ml, 329.7 mmol) was added over 5 minutes, keeping the internal temperature below 12° C. The reaction was then warmed to ambient temperature and stirred for 1 hour. More TFA (75 mL, 990 mmol) was added and the reaction was stirred for 2 hours. The reaction was concentrated and rediss...